This data is from the Open Reaction Database (ORD), a public repository of structured organic reaction records. The task is: describe an organic reaction: reactants, conditions, products, and yield Starting materials: [OH-].[Na+] (NaOH), NC=1N=C(C(=NC1C#C[Si](C)(C)C)C=1C=CC(N(N1)C(C)C)=O)C1=CC=CC=C1 (6-{5-amino-3-phenyl-6-[(trimethylsilyl)ethynyl]-2-pyrazinyl}-2-isopropyl-3(2H)-pyridazinone), Cl (HCl). Run in C(C)#N (acetonitrile), C1CCOC1 (THF). Reaction conditions: temperature 27.5 celsius, time 1 hour. Product: NC=1N=C(C(=NC1C#C)C=1C=CC(N(N1)C(C)C)=O)C1=CC=CC=C1 (6-(5-amino-6-ethynyl-3-phenyl-2-pyrazinyl)-2-isopropyl-3(2H)-pyridazinone). Yield: 26.3%. As a reaction SMILES: [OH-].[Na+].[NH2:3][C:4]1[N:5]=[C:6]([C:26]2[CH:31]=[CH:30][CH:29]=[CH:28][CH:27]=2)[C:7]([C:16]2[CH:17]=[CH:18][C:19](=[O:25])[N:20]([CH:22]([CH3:24])[CH3:23])[N:21]=2)=[N:8][C:9]=1[C:10]#[C:11][Si](C)(C)C.Cl>C(#N)C.C1COCC1>[NH2:3][C:4]1[N:5]=[C:6]([C:26]2[CH:27]=[CH:28][CH:29]=[CH:30][CH:31]=2)[C:7]([C:16]2[CH:17]=[CH:18][C:19](=[O:25])[N:20]([CH:22]([CH3:24])[CH3:23])[N:21]=2)=[N:8][C:9]=1[C:10]#[CH:11] |f:0.1|. Procedure details: Under ice-cooling, 12N aq. NaOH (0.9 ml) was added dropwise to a solution of 6-{5-amino-3-phenyl-6-[(trimethylsilyl)ethynyl]-2-pyrazinyl}-2-isopropyl-3(2H)-pyridazinone (908 mg) in a mixture of acetonitrile (0.9 ml) and THF (1.8 ml). The mixture was stirred at 25-30° C. for one hour, neutralized with 6N HCl, extracted with CHCl3, dried over MgSO4 and concentrated under reduced pressure to give a syrup. The syrup was purified by column chromatography on silica gel eluting with a mixture of n-hexa... The reactants are N([C@@H](CC1=CC=CC=C1)C(=O)N[C@@H](CCC)C(=O)OC)C(=O)OC(C)(C)C (Boc-Phe-Nva-OMe), [OH-].[Li+] (lithium hydroxide), S([O-])(O)(=O)=O.[Na+] (sodium bisulfate). Solvent: O (water), O1CCOCC1 (dioxane). Reaction conditions: time 3 hour. Yields the product N([C@@H](CC1=CC=CC=C1)C(=O)N[C@@H](CCC)C(=O)O)C(=O)OC(C)(C)C (Boc-Phe-Nva-OH). RXN SMILES: [NH:1]([C:21]([O:23][C:24]([CH3:27])([CH3:26])[CH3:25])=[O:22])[C@H:2]([C:10]([NH:12][C@H:13]([C:17]([O:19]C)=[O:18])[CH2:14][CH2:15][CH3:16])=[O:11])[CH2:3][C:4]1[CH:9]=[CH:8][CH:7]=[CH:6][CH:5]=1.[OH-].[Li+].S(=O)(=O)(O)[O-].[Na+]>O.O1CCOCC1>[NH:1]([C:21]([O:23][C:24]([CH3:25])([CH3:27])[CH3:26])=[O:22])[C@H:2]([C:10]([NH:12][C@H:13]([C:17]([OH:19])=[O:18])[CH2:14][CH2:15][CH3:16])=[O:11])[CH2:3][C:4]1[CH:5]=[CH:6][CH:7]=[CH:8][CH:9]=1 |f:1.2,3.4|. Procedure details: 20.1 g (0.053 mol) of Boc-Phe-Nva-OMe (Example 1a) are suspended in 30 ml of water and 30 ml of dioxane. 2.5 g (0.106 mol) of lithium hydroxide are introduced at room temperature, and the mixture is stirred at room temperature for 3 hours. The reaction solution is acidified with 10% strength sodium bisulfate solution, and the product is filtered off with suction and stirred with diisopropyl ether. The reactants are C(C1=CC=CC=C1)(C1=CC=CC=C1)OC=1C2=C(C(=C3C=CC=NC13)OS(=O)(=O)C(F)(F)F)CN(C2=O)CC2=CC=C(C=C2)F (trifluoro-methanesulfonic acid 9-benzhydryloxy-7-(4-fluoro-benzyl)-8-oxo-7,8-dihydro-6H-pyrrolo[3,4-g]quinolin-5-yl ester), C(=O)([O-])[O-].[K+].[K+] (K2CO3), CC1=NOC(=C1B(O)O)C (3,5-dimethylisoxazole-4-boronic acid). Reagents/catalysts: [Pd].C1(=CC=CC=C1)P(C1=CC=CC=C1)C1=CC=CC=C1.C1(=CC=CC=C1)P(C1=CC=CC=C1)C1=CC=CC=C1.C1(=CC=CC=C1)P(C1=CC=CC=C1)C1=CC=CC=C1.C1(=CC=CC=C1)P(C1=CC=CC=C1)C1=CC=CC=C1 (tetrakis-(triphenylphosphine)-palladium(0)). The solvent is C1(=CC=CC=C1)C (toluene), C(C)O (ethanol), O (water), CCOC(=O)C (EtOAc). Conditions: temperature 120 celsius. Product: C(C1=CC=CC=C1)(C1=CC=CC=C1)OC=1C2=C(C(=C3C=CC=NC13)C=1C(=NOC1C)C)CN(C2=O)CC2=CC=C(C=C2)F (9-benzhydryloxy-5-(3,5-dimethyl-isoxazol-4-yl)-7-(4-fluoro-benzyl)-6,7-dihydro-pyrrolo[3,4-g]quinolin-8-one). RXN SMILES: [CH:1]([O:14][C:15]1[C:16]2[C:35](=[O:36])[N:34]([CH2:37][C:38]3[CH:43]=[CH:42][C:41]([F:44])=[CH:40][CH:39]=3)[CH2:33][C:17]=2[C:18](OS(C(F)(F)F)(=O)=O)=[C:19]2[C:24]=1[N:23]=[CH:22][CH:21]=[CH:20]2)([C:8]1[CH:13]=[CH:12][CH:11]=[CH:10][CH:9]=1)[C:2]1[CH:7]=[CH:6][CH:5]=[CH:4][CH:3]=1.C([O-])([O-])=O.[K+].[K+].[CH3:51][C:52]1[C:56](B(O)O)=[C:55]([CH3:60])[O:54][N:53]=1>C1(C)C=CC=CC=1.C(O)C.O.CCOC(C)=O.[Pd].C1(P(C2C=CC=CC=2)C2C=CC=CC=2)C=CC=CC=1.C1(P(C2C=CC=CC=2)C2C=CC=CC=2)C=CC=CC=1.C1(P(C2C=CC=CC=2)C2C=CC=CC=2)C=CC=CC=1.C1(P(C2C=CC=CC=2)C2C=CC=CC=2)C=CC=CC=1>[CH:1]([O:14][C:15]1[C:16]2[C:35](=[O:36])[N:34]([CH2:37][C:38]3[CH:43]=[CH:42][C:41]([F:44])=[CH:40][CH:39]=3)[CH2:33][C:17]=2[C:18]([C:56]2[C:52]([CH3:51])=[N:53][O:54][C:55]=2[CH3:60])=[C:19]2[C:24]=1[N:23]=[CH:22][CH:21]=[CH:20]2)([C:8]1[CH:9]=[CH:10][CH:11]=[CH:12][CH:13]=1)[C:2]1[CH:7]=[CH:6][CH:5]=[CH:4][CH:3]=1 |f:1.2.3,9.10.11.12.13|. Reported procedure: To a solution of trifluoro-methanesulfonic acid 9-benzhydryloxy-7-(4-fluoro-benzyl)-8-oxo-7,8-dihydro-6H-pyrrolo[3,4-g]quinolin-5-yl ester 46 (23.6 mg, 0.038 mmol) dissolved in toluene (3 mL)/ethanol (0.6 mL)/water (0.4 mL) was added K2CO3 (16 mg, 0.11 mmol), 3,5-dimethylisoxazole-4-boronic acid (11 mg, 0.076 mmol) and tetrakis-(triphenylphosphine)-palladium(0) (9 mg, 0.007 mmol). The reaction mixture in the flask was flashed with argon three times. It was then heated to 120° C. under argon 3 ho... The reactants are O=C([O-])[O-], CCN(CC)P(OCc1ccccc1)OCc1ccccc1, C1CCOC1, CC(C)(CO)CCO, O=C(OO)c1cccc(Cl)c1, ClCCl, [Na+], [Na+], c1nnn[nH]1. The product is CC(C)(CO)CCOP(=O)(OCc1ccccc1)OCc1ccccc1. As a reaction SMILES: [C:47](=[O:48])([O-:49])[O-:50].[CH2:14]([N:15]([CH2:16][CH3:34])[P:17]([O:18][CH2:19][c:20]1[cH:21][cH:22][cH:23][cH:24][cH:25]1)[O:26][CH2:27][c:28]1[cH:29][cH:30][cH:31][cH:32][cH:33]1)[CH3:35].[CH2:53]1[O:54][CH2:55][CH2:56][CH2:57]1.[CH3:1][C:2]([CH2:3][OH:4])([CH2:5][CH2:6][OH:7])[CH3:8].[Cl:36][c:37]1[cH:38][cH:39][cH:40][c:41]([C:42]([O:43][OH:45])=[O:44])[cH:46]1.[Cl:58][CH2:59][Cl:60].[Na+:51].[Na+:52].[nH:9]1[cH:10][n:11][n:12][n:13]1>>[CH3:1][C:2]([CH2:3][OH:4])([CH2:5][CH2:6][O:7][P:17]([O:18][CH2:19][c:20]1[cH:21][cH:22][cH:23][cH:24][cH:25]1)([O:26][CH2:27][c:28]1[cH:29][cH:30][cH:31][cH:32][cH:33]1)=[O:44])[CH3:8]. Reactants: II (iodine), CC1(C=CC(C1)=O)C (4,4-dimethyl-2-cyclopenten-1-one). The solvent is C(Cl)(Cl)(Cl)Cl (carbon tetrachloride), N1=CC=CC=C1 (pyridine), C(Cl)(Cl)(Cl)Cl (carbon tetrachloride), N1=CC=CC=C1 (pyridine), CCOCC (Et2O). Conditions: time 22 hour. Yields the product CC1(C=C(C(C1)=O)I)C (4,4-Dimethyl-2-iodo-2-cyclopenten-1-one). Reaction SMILES: [I:1]I.[CH3:3][C:4]1([CH3:10])[CH2:8][C:7](=[O:9])[CH:6]=[CH:5]1>C(Cl)(Cl)(Cl)Cl.N1C=CC=CC=1.CCOCC>[CH3:3][C:4]1([CH3:10])[CH2:8][C:7](=[O:9])[C:6]([I:1])=[CH:5]1. Reported procedure: To a cold (4° C.) solution of iodine (4.5 g, 18 mmol) in carbon tetrachloride (15 mL) and pyridine (15 mL), was added over 1 min. a solution of 4,4-dimethyl-2-cyclopenten-1-one (930 mg, 8.4 mmol) in carbon tetrachloride (15 mL) and pyridine (15 mL). The resulting red-brown solution was stirred at r.t. for 22 h. The reaction was diluted with Et2O (200 mL), washed successively with water (50 mL), 1.0 N HCl (50 mL), water (50 mL), and aqueous Na2S2O5 20% w/v, then dried over MgSO4 and concentrated ...